From a dataset of the Open Reaction Database (ORD), a public repository of structured organic reaction records. describe an organic reaction: reactants, conditions, products, and yield Reactants: [Sn](Cl)Cl (Tin (II) chloride), C(C1=CC=CC=C1)N1CCN(CC1)C1=C(C=CC=C1)[N+](=O)[O-] (1-benzyl-4-(2-nitrophenyl)piperazine). Product: NC1=C(C=CC=C1)N1CCN(CC1)CC1=CC=CC=C1 (1-(2-Aminophenyl)-4-benzylpiperazine). Run at temperature 70 celsius. Reported procedure: Tin (II) chloride (12.77 g, 67 mmol) was added to a solution of 1-benzyl-4-(2-nitrophenyl)piperazine (4.0 g, 13 mmol) in ethanol (50 mL) and the mixture was heated at 70° C. for 1 h. The solvent was evaporated under reduced pressure and the residue was diluted with ethyl acetate and washed with aqueous sodium hydroxide (2M, 4×). The organic layer was dried (MgSO4) and the solvent was evaporated under reduced pressure. The residue was purified by flash column chromatography on silica gel, eluting... Reaction SMILES: [Sn](Cl)Cl.[CH2:4]([N:11]1[CH2:16][CH2:15][N:14]([C:17]2[CH:22]=[CH:21][CH:20]=[CH:19][C:18]=2[N+:23]([O-])=O)[CH2:13][CH2:12]1)[C:5]1[CH:10]=[CH:9][CH:8]=[CH:7][CH:6]=1>C(O)C>[NH2:23][C:18]1[CH:19]=[CH:20][CH:21]=[CH:22][C:17]=1[N:14]1[CH2:13][CH2:12][N:11]([CH2:4][C:5]2[CH:6]=[CH:7][CH:8]=[CH:9][CH:10]=2)[CH2:16][CH2:15]1. Run in C(C)O (ethanol). Isolated yield 75.1%. Reactants: O=C([O-])O, ClCCl, CS(=O)(=O)Cl, COC(=O)Cc1cccc(N)c1, [Na+], c1ccncc1. Yields the product COC(=O)Cc1cccc(NS(C)(=O)=O)c1. RXN SMILES: [C:24](=[O:25])([OH:26])[O-:27].[CH2:29]([Cl:30])[Cl:31].[CH3:19][S:20]([Cl:21])(=[O:22])=[O:23].[NH2:1][c:2]1[cH:3][c:4]([CH2:8][C:9](=[O:10])[O:11][CH3:12])[cH:5][cH:6][cH:7]1.[Na+:28].[cH:13]1[cH:14][cH:15][n:16][cH:17][cH:18]1>>[NH:1]([c:2]1[cH:3][c:4]([CH2:8][C:9](=[O:10])[O:11][CH3:12])[cH:5][cH:6][cH:7]1)[S:20]([CH3:19])(=[O:22])=[O:23]. Reactants: C(C)NCCCC(O)C1=CC=C(C=C1)NS(=O)(=O)C (N-(4-(4-(ethylamino)-1-hydroxybutyl)phenyl)methanesulfonamide), C([O-])(O)=O.[Na+] (sodium bicarbonate), BrCCCCCC(F)F (1-bromo-6,6-difluorohexane). The solvent is C(C)#N (acetonitrile). Product: C(C)N(CCCC(O)C1=CC=C(C=C1)NS(=O)(=O)C)CCCCCC(F)F (N-[4-[4-[ethyl(6,6-difluorohexyl)amino]-1-hydroxybutyl]phenyl]methanesulfonamide). As a reaction SMILES: [CH2:1]([NH:3][CH2:4][CH2:5][CH2:6][CH:7]([C:9]1[CH:14]=[CH:13][C:12]([NH:15][S:16]([CH3:19])(=[O:18])=[O:17])=[CH:11][CH:10]=1)[OH:8])[CH3:2].C(=O)(O)[O-].[Na+].Br[CH2:26][CH2:27][CH2:28][CH2:29][CH2:30][CH:31]([F:33])[F:32]>C(#N)C>[CH2:1]([N:3]([CH2:26][CH2:27][CH2:28][CH2:29][CH2:30][CH:31]([F:33])[F:32])[CH2:4][CH2:5][CH2:6][CH:7]([C:9]1[CH:10]=[CH:11][C:12]([NH:15][S:16]([CH3:19])(=[O:17])=[O:18])=[CH:13][CH:14]=1)[OH:8])[CH3:2] |f:1.2|. Reported procedure: According to Procedure B (Example 17, Step IV), a stirred mixture of N-[4-[4-(ethylamino)-1-hydroxybutyl]phenyl]methanesulfonamide (Example 7, Step II) and sodium bicarbonate in acetonitrile was allowed to react with 1-bromo-6,6-difluorohexane (Step II) to give N-[4-[4-[ethyl(6,6-difluorohexyl)amino]-1-hydroxybutyl]phenyl]methanesulfonamide, a compound of Formula I'. A mixture of this compound and 0.5 equivalents of fumaric acid was crystallized from acetone to give the titled product, mp 88°-90...